This data is from the Open Reaction Database (ORD), a public repository of structured organic reaction records. The task is: describe an organic reaction: reactants, conditions, products, and yield Reactants: COC(=O)c1cc(O)c(C)c2c1Oc1c(C=O)c(O)cc(C)c1C(=O)O2, CI, CC(C)=O, [K+], [K+], O=C([O-])[O-]. The product is COC(=O)c1cc(OC)c(C)c2c1Oc1c(C=O)c(O)cc(C)c1C(=O)O2. As a reaction SMILES: [CH3:1][O:2][C:3](=[O:4])[c:5]1[cH:6][c:7]([OH:26])[c:8]([CH3:25])[c:9]2[c:15]1[O:14][c:13]1[c:12]([c:19]([CH3:20])[cH:18][c:17]([OH:21])[c:16]1[CH:22]=[O:23])[C:11](=[O:24])[O:10]2.[CH3:33][I:34].[CH3:35][C:36](=[O:37])[CH3:38].[K+:27].[K+:28].[O-:29][C:30]([O-:31])=[O:32]>>[CH3:1][O:2][C:3](=[O:4])[c:5]1[cH:6][c:7]([O:26][CH3:30])[c:8]([CH3:25])[c:9]2[c:15]1[O:14][c:13]1[c:12]([c:19]([CH3:20])[cH:18][c:17]([OH:21])[c:16]1[CH:22]=[O:23])[C:11](=[O:24])[O:10]2. Reactants: N=C(O)c1cc(C(O)=NCCBr)c(C(=O)O)cc1C(=O)O, CN(C)C=O, N. Yields the product N=C(O)c1cc(C(O)=NCCN)c(C(=O)O)cc1C(=O)O. Reaction SMILES: [Br:2][CH2:3][CH2:4][N:5]=[C:6]([c:7]1[c:8]([C:9](=[O:10])[OH:11])[cH:12][c:13]([C:14](=[O:15])[OH:16])[c:17]([C:18]([OH:19])=[NH:20])[cH:21]1)[OH:22].[CH3:23][N:24]([CH3:25])[CH:26]=[O:27].[NH3:1]>>[NH2:1][CH2:3][CH2:4][N:5]=[C:6]([c:7]1[c:8]([C:9](=[O:10])[OH:11])[cH:12][c:13]([C:14](=[O:15])[OH:16])[c:17]([C:18]([OH:19])=[NH:20])[cH:21]1)[OH:22]. Starting materials: S(=O)(=O)(C1=CC=C(C)C=C1)N1C=CC2=C1N=CC=1N2C(=NN1)C12CCC(CC1)(CC2)N (4-(6-tosyl-6H-pyrrolo[2,3-e][1,2,4]triazolo[4,3-a]pyrazin-1-yl)bicyclo[2.2.2]-octan-1-amine), FC(S(=O)(=O)[O-])(F)F.FC1(CN(C1)S(=O)(=O)N1C=[N+](C=C1)C)F (1-(3,3-difluoroazetidin-1-ylsulfonyl)-3-methyl-1H-imidazol-3-ium trifluoromethanesulfonate). Solvent: CC#N (MeCN). Conditions: temperature 70 celsius. Product: FC1(CN(C1)S(=O)(=O)NC12CCC(CC1)(CC2)C2=NN=C1N2C2=C(N=C1)N(C=C2)S(=O)(=O)C2=CC=C(C)C=C2)F (3,3-difluoro-N-(4-(6-tosyl-6H-pyrrolo[2,3-e][1,2,4]triazolo[4,3-a]pyrazin-1-yl)bicyclo[2.2.2]octan-1-yl)azetidine-1-sulfonamide). The yield is 43.7%. RXN SMILES: [S:1]([N:11]1[C:15]2[N:16]=[CH:17][C:18]3[N:19]([C:20]([C:23]45[CH2:30][CH2:29][C:26]([NH2:31])([CH2:27][CH2:28]4)[CH2:25][CH2:24]5)=[N:21][N:22]=3)[C:14]=2[CH:13]=[CH:12]1)([C:4]1[CH:10]=[CH:9][C:7]([CH3:8])=[CH:6][CH:5]=1)(=[O:3])=[O:2].FC(F)(F)S([O-])(=O)=O.[F:40][C:41]1([F:54])[CH2:44][N:43]([S:45](N2C=C[N+](C)=C2)(=[O:47])=[O:46])[CH2:42]1>CC#N>[F:40][C:41]1([F:54])[CH2:44][N:43]([S:45]([NH:31][C:26]23[CH2:29][CH2:30][C:23]([C:20]4[N:19]5[C:14]6[CH:13]=[CH:12][N:11]([S:1]([C:4]7[CH:10]=[CH:9][C:7]([CH3:8])=[CH:6][CH:5]=7)(=[O:3])=[O:2])[C:15]=6[N:16]=[CH:17][C:18]5=[N:22][N:21]=4)([CH2:28][CH2:27]2)[CH2:24][CH2:25]3)(=[O:47])=[O:46])[CH2:42]1 |f:1.2|. Procedure details: To a solution of 4-(6-tosyl-6H-pyrrolo[2,3-e][1,2,4]triazolo[4,3-a]pyrazin-1-yl)bicyclo[2.2.2]-octan-1-amine (0.20 g, 0.46 mmol, Example #9, Step F) in MeCN (5 mL) was added 1-(3,3-difluoroazetidin-1-ylsulfonyl)-3-methyl-1H-imidazol-3-ium trifluoromethanesulfonate (0.19 g, 0.50 mmol). The reaction mixture was heated to about 70° C. for about 24 h. The solvent was removed under reduced pressure. The residue was partitioned between EtOAc (30 mL) and water (10 mL). The layers were separated and the... Reactants: BrC=C(C)C1=CC(=C(C=C1)F)F (4-(1-Bromoprop-1-en-2-yl)-1,2-difluorobenzene), ClC1=CC=2C3=C(NC2C=C1)CCN(CC3)C (9-Chloro-3-methyl-1,2,3,4,5,6-hexahydroazepino[4,5-b]indole), N1[C@H](C(=O)O)CCC1 (L-proline), [O-]P(=O)([O-])[O-].[K+].[K+].[K+] (K3PO4). Reagents/catalysts: [Cu]I (Copper (I) iodide). Run in CN(C)C=O (DMF). Reaction conditions: time 10 minute. The product is ClC1=CC=2C3=C(N(C2C=C1)\C=C(/C)\C1=CC(=C(C=C1)F)F)CCN(CC3)C ((E)-9-chloro-6-(2-(3,4-difluorophenyl)prop-1-enyl)-1,2,3,4,5,6-hexahydro-3-methylazepino[4,5-b]indole). As a reaction SMILES: [Cl:1][C:2]1[CH:10]=[CH:9][C:8]2[NH:7][C:6]3[CH2:11][CH2:12][N:13]([CH3:16])[CH2:14][CH2:15][C:5]=3[C:4]=2[CH:3]=1.N1CCC[C@H]1C(O)=O.[O-]P([O-])([O-])=O.[K+].[K+].[K+].Br[CH:34]=[C:35]([C:37]1[CH:42]=[CH:41][C:40]([F:43])=[C:39]([F:44])[CH:38]=1)[CH3:36]>CN(C=O)C.[Cu]I>[Cl:1][C:2]1[CH:10]=[CH:9][C:8]2[N:7](/[CH:34]=[C:35](/[C:37]3[CH:42]=[CH:41][C:40]([F:43])=[C:39]([F:44])[CH:38]=3)\[CH3:36])[C:6]3[CH2:11][CH2:12][N:13]([CH3:16])[CH2:14][CH2:15][C:5]=3[C:4]=2[CH:3]=1 |f:2.3.4.5|. Procedure: 9-Chloro-3-methyl-1,2,3,4,5,6-hexahydroazepino[4,5-b]indole (84 mg, 0.359 mmol) was dissolved in DMF (5 mL). Copper (I) iodide (8 mg, 0.035 mmol), L-proline (9 mg, 0.086 mmol) and K3PO4 (183 mg, 0.862 mmol) were added and the reaction mixture was stirred for 10 min. at RT. 4-(1-Bromoprop-1-en-2-yl)-1,2-difluorobenzene (100 mg, 0.431 mmol) was added dropwise and the reaction mixture was purged with nitrogen. The reaction mixture was heated at 80° C. for overnight (prolonged heating in some cases ... The reactants are CCS(=O)(=O)c1ccc(Oc2cc3[nH]c(-c4ccccn4)nc3cc2C(O)C(=O)OC)cc1, C1CCOC1. The product is CCS(=O)(=O)c1ccc(Oc2cc3[nH]c(-c4ccccn4)nc3cc2C(O)CO)cc1. As a reaction SMILES: [CH2:1]([CH3:2])[S:3](=[O:4])(=[O:5])[c:6]1[cH:7][cH:8][c:9]([O:10][c:11]2[c:12]([CH:26]([C:27](=[O:28])[O:29][CH3:30])[OH:31])[cH:13][c:14]3[c:15]([nH:16][c:17](-[c:19]4[n:20][cH:21][cH:22][cH:23][cH:24]4)[n:18]3)[cH:25]2)[cH:32][cH:33]1.[O:34]1[CH2:35][CH2:36][CH2:37][CH2:38]1>>[CH2:1]([CH3:2])[S:3](=[O:4])(=[O:5])[c:6]1[cH:7][cH:8][c:9]([O:10][c:11]2[c:12]([CH:26]([CH2:27][OH:28])[OH:31])[cH:13][c:14]3[c:15]([nH:16][c:17](-[c:19]4[n:20][cH:21][cH:22][cH:23][cH:24]4)[n:18]3)[cH:25]2)[cH:32][cH:33]1. Reactants: CC(=O)O, Cc1ccccc1, O=C(c1ccc(Cl)cc1)c1ccc2c(c1)C(=O)OC2=O, NCc1cccnc1. Yields the product O=C(c1ccc(Cl)cc1)c1ccc2c(c1)C(=O)N(Cc1cccnc1)C2=O. Reaction SMILES: [CH3:21][C:22](=[O:23])[OH:24].[CH3:33][c:34]1[cH:35][cH:36][cH:37][cH:38][cH:39]1.[Cl:1][c:2]1[cH:3][cH:4][c:5]([C:6](=[O:7])[c:8]2[cH:9][c:10]3[c:11]([cH:17][cH:18]2)[C:12](=[O:13])[O:14][C:15]3=[O:16])[cH:19][cH:20]1.[NH2:25][CH2:26][c:27]1[cH:28][n:29][cH:30][cH:31][cH:32]1>>[Cl:1][c:2]1[cH:3][cH:4][c:5]([C:6](=[O:7])[c:8]2[cH:9][c:10]3[c:11]([cH:17][cH:18]2)[C:12](=[O:14])[N:25]([CH2:26][c:27]2[cH:28][n:29][cH:30][cH:31][cH:32]2)[C:15]3=[O:16])[cH:19][cH:20]1. The reactants are C(F)(F)(F)COC(F)(F)C(F)Cl (CF3CH2OCF2CHFCl), C(=O)=O (Dry Ice), BrBr (bromine), crude product. Product: C(F)(F)(F)C(Br)OC(F)(F)C(F)Cl (CF3CHBrOCF2CHFCl). As a reaction SMILES: [C:1]([CH2:5][O:6][C:7]([CH:10]([Cl:12])[F:11])([F:9])[F:8])([F:4])([F:3])[F:2].[Br:13]Br.C(=O)=O>>[C:1]([CH:5]([O:6][C:7]([CH:10]([Cl:12])[F:11])([F:8])[F:9])[Br:13])([F:4])([F:3])[F:2]. Reported procedure: CF3CH2OCF2CHFCl (104 g.) and bromine (85 g.) were vaporized in a stream of nitrogen at 15-20 l/hr. The gaseous mixture was then passed through a 1 × 12 inch glass tube at 475° C. The crude product (137 g.) was condensed in a "Dry Ice" trap and purified by fractional distillation and preparative gas chromatography. The product CF3CHBrOCF2CHFCl had b.p. 109° C., nD20 1.3525 and analyzed as follows: Reactants: NC=1C=C(C=CC1Cl)C1=NC(=NO1)C=1OC=CC1 (5-(3-amino-4-chlorophenyl)-3-(2-furanyl)-1,2,4-oxadiazole), C([O-])([O-])=O.[K+].[K+] (potassium carbonate), ClC(=O)OC (methyl chloroformate). Run in O1CCOCC1 (dioxane). Product: ClC1=C(C=C(C=C1)C1=NC(=NO1)C=1OC=CC1)NC(OC)=O ([2-Chloro-5-[3-(2-furanyl)-1,2,4-oxadiazol-5-yl]phenyl]carbamic acid, methyl ester). Yield: 27.3%. RXN SMILES: [NH2:1][C:2]1[CH:3]=[C:4]([C:9]2[O:13][N:12]=[C:11]([C:14]3[O:15][CH:16]=[CH:17][CH:18]=3)[N:10]=2)[CH:5]=[CH:6][C:7]=1[Cl:8].C(=O)([O-])[O-].[K+].[K+].Cl[C:26]([O:28][CH3:29])=[O:27]>O1CCOCC1>[Cl:8][C:7]1[CH:6]=[CH:5][C:4]([C:9]2[O:13][N:12]=[C:11]([C:14]3[O:15][CH:16]=[CH:17][CH:18]=3)[N:10]=2)=[CH:3][C:2]=1[NH:1][C:26](=[O:27])[O:28][CH3:29] |f:1.2.3|. Procedure: To a mixture of 5-(3-amino-4-chlorophenyl)-3-(2-furanyl)-1,2,4-oxadiazole (1.35 g) and 1.05 g of potassium carbonate in 30 ml of dioxane, 0.75 g of methyl chloroformate is added. The resulting mixture is heated at reflux for 16 hours, concentrated to dryness and the residue placed on an alumina column. The product is eluted with benzene to yield 0.45 g of the title compound, melting point 200°-201°C. Starting materials: CC[Si](CC)(CC)c1[nH]c2cnccc2c1CCO, CCCC[N+](CCCC)(CCCC)CCCC, C1CCOC1, [F-], O. The product is OCCc1c[nH]c2cnccc12. As a reaction SMILES: [CH2:1]([Si:2]([CH2:3][CH3:16])([c:4]1[c:5]([CH2:13][CH2:14][OH:15])[c:6]2[c:7]([cH:8][n:9][cH:10][cH:11]2)[nH:12]1)[CH2:17][CH3:18])[CH3:19].[CH2:21]([N+:22]([CH2:23][CH2:24][CH2:25][CH3:26])([CH2:27][CH2:28][CH2:29][CH3:30])[CH2:31][CH2:32][CH2:33][CH3:34])[CH2:35][CH2:36][CH3:37].[CH2:39]1[O:40][CH2:41][CH2:42][CH2:43]1.[F-:20].[OH2:38]>>[cH:4]1[c:5]([CH2:13][CH2:14][OH:15])[c:6]2[c:7]([cH:8][n:9][cH:10][cH:11]2)[nH:12]1.